Task: describe an organic reaction: reactants, conditions, products, and yield. Dataset: the Open Reaction Database (ORD), a public repository of structured organic reaction records Starting materials: [Al+3], C1CCOC1, [H-], [H-], [H-], [H-], [Li+], O=C=NC1(c2ccccc2)CCC2(CC1)OCCO2, [Na+], [OH-], O. Product: CNC1(c2ccccc2)CCC2(CC1)OCCO2. As a reaction SMILES: [Al+3:2].[CH2:29]1[O:30][CH2:31][CH2:32][CH2:33]1.[H-:1].[H-:4].[H-:5].[H-:6].[Li+:3].[N:7](=[C:8]=[O:9])[C:10]1([c:20]2[cH:21][cH:22][cH:23][cH:24][cH:25]2)[CH2:11][CH2:12][C:13]2([O:14][CH2:15][CH2:16][O:17]2)[CH2:18][CH2:19]1.[Na+:27].[OH-:26].[OH2:28]>>[NH:7]([CH3:8])[C:10]1([c:20]2[cH:21][cH:22][cH:23][cH:24][cH:25]2)[CH2:11][CH2:12][C:13]2([O:14][CH2:15][CH2:16][O:17]2)[CH2:18][CH2:19]1. Starting materials: COC1=CC=C(C=C1)CC(C)=O (4-methoxyphenylacetone), C(C=O)(=O)O (glyoxylic acid). Yields the product crude product, OC1(C(=CC(O1)=O)C1=CC=C(C=C1)OC)C (5-hydroxy-4-(4-methoxyphenyl)-5-methyl-5H-furan-2-one). As a reaction SMILES: [CH3:1][O:2][C:3]1[CH:8]=[CH:7][C:6]([CH2:9][C:10](=[O:12])[CH3:11])=[CH:5][CH:4]=1.[C:13]([OH:17])(=[O:16])[CH:14]=O>>[OH:12][C:10]1([CH3:11])[O:17][C:13](=[O:16])[CH:14]=[C:9]1[C:6]1[CH:7]=[CH:8][C:3]([O:2][CH3:1])=[CH:4][CH:5]=1. Procedure details: 16.42 g (0.10 mol) of 4-methoxyphenylacetone and an aqueous solution of 45% glyoxylic acid (19.4 ml, 0.11 mol) were stirred overnight at 100° C. The reaction liquid was concentrated under reduced pressure to obtain a crude product of 5-hydroxy-4-(4-methoxyphenyl)-5-methyl-5H-furan-2-one. The reactants are [F-].[Cs+] (cesium fluoride), S(=O)(=O)(OC)OC (dimethyl sulfate), FC1(C(C(C(C(C1(F)F)(F)F)(F)F)(F)F)=O)F (Perfluorocyclohexanone). Solvent: COCCOCCOC (diglyme), O (Water), COCCOCCOC (diethylene glycol dimethyl ether). Run at time 18 hour. Product: C(F)(F)(C(F)(F)C(F)(F)C(F)(F)F)OC (C4F9OCH3). Reaction SMILES: [F-:1].[Cs+].S([O:8][CH3:9])(OC)(=O)=O.FC1(F)[C:16]([F:18])([F:17])[C:15]([F:20])([F:19])[C:14]([F:22])([F:21])[C:13]([F:24])([F:23])C1=O>COCCOCCOC.O>[C:16]([O:8][CH3:9])([C:15]([C:14]([C:13]([F:23])([F:24])[F:1])([F:21])[F:22])([F:19])[F:20])([F:17])[F:18] |f:0.1|. Procedure: A 500 ml, 3-necked round bottom flask equipped with an overhead stirrer, an addition funnel, and a condenser was charged with anhydrous cesium fluoride (27.4 g, 0.18 mole), anhydrous diethylene glycol dimethyl ether (258 g, hereinafter diglyme), and dimethyl sulfate (22.7 g, 0.18 mole). Perfluorocyclohexanone (50 g, 0.18 mole) was then added dropwise to the resulting stirred mixture, and stirring was continued for 18 hours after the addition. Water (approximately 200 ml) was added to the resulti...